Task: describe an organic reaction: reactants, conditions, products, and yield. Dataset: the Open Reaction Database (ORD), a public repository of structured organic reaction records The reactants are CC(=O)[O-], CCO, Cl, NNc1ccccc1, [Na+], NC(=O)N1c2ccccc2CC(=O)c2ccccc21, O. Product: NC(=O)N1c2ccccc2CC(=NNc2ccccc2)c2ccccc21. RXN SMILES: [CH3:29][C:30](=[O:31])[O-:32].[CH3:35][CH2:36][OH:37].[ClH:33].[NH2:20][NH:21][c:22]1[cH:23][cH:24][cH:25][cH:26][cH:27]1.[Na+:28].[O:1]=[C:2]1[CH2:3][c:4]2[c:5]([cH:16][cH:17][cH:18][cH:19]2)[N:6]([C:13](=[O:14])[NH2:15])[c:7]2[c:8]1[cH:9][cH:10][cH:11][cH:12]2.[OH2:34]>>[C:2]1(=[N:20][NH:21][c:22]2[cH:23][cH:24][cH:25][cH:26][cH:27]2)[CH2:3][c:4]2[c:5]([cH:16][cH:17][cH:18][cH:19]2)[N:6]([C:13](=[O:14])[NH2:15])[c:7]2[c:8]1[cH:9][cH:10][cH:11][cH:12]2. Reactants: FC=1C=CC(=C(C(=O)OCC)C1)[N+](=O)[O-] (ethyl 5-fluoro-2-nitrobenzoate), FC=1C=CC(=C(C(=O)OCCC)C1)[N+](=O)[O-] (n-propyl 5-fluoro-2-nitrobenzoate). Yields the product FC1=CC=C(C(C(=O)OCCC)=C1)N (n-propyl 5-fluoroanthranilate). As a reaction SMILES: FC1C=CC([N+]([O-])=O)=C(C=1)C(OCC)=O.[F:16][C:17]1[CH:18]=[CH:19][C:20]([N+:29]([O-])=O)=[C:21]([CH:28]=1)[C:22]([O:24][CH2:25][CH2:26][CH3:27])=[O:23]>>[F:16][C:17]1[CH:28]=[C:21]([C:22]([O:24][CH2:25][CH2:26][CH3:27])=[O:23])[C:20]([NH2:29])=[CH:19][CH:18]=1. Procedure: If the isomerically pure ethyl 5-fluoro-2-nitrobenzoate is replaced by aliquot parts of a correspondingly prepared, isomerically pure n-propyl 5-fluoro-2-nitrobenzoate, and the same procedure is employed, then the isomerically pure n-propyl 5-fluoroanthranilate is obtained in comparable yield and quality. Starting materials: SCc1ccccc1Cl, [Na], C#Cc1ccccc1. Product: Clc1ccccc1CSC=Cc1ccccc1. RXN SMILES: [Cl:9][c:10]1[c:11]([CH2:12][SH:13])[cH:14][cH:15][cH:16][cH:17]1.[Na:18].[c:1]1([C:7]#[CH:8])[cH:2][cH:3][cH:4][cH:5][cH:6]1>>[c:1]1([CH:7]=[CH:8][S:13][CH2:12][c:11]2[c:10]([Cl:9])[cH:17][cH:16][cH:15][cH:14]2)[cH:2][cH:3][cH:4][cH:5][cH:6]1. The reactants are ClCCCCCOC1=C(C=CC=C1)/C=C/C(CCC1=CC=C(C(=O)OC)C=C1)CC1=CC=C(C=C1)C(=O)OC (Methyl 4-{(4E)-5-{2-[(5-chloropentyl)oxy]phenyl}-3-[4-(methoxycarbonyl)benzyl]pent-4-en-1-yl}benzoate), N1C(CCCC1)=O (2-piperidinone), [H-].[Na+] (sodium hydride), ice, [Cl-].[NH4+] (ammonium chloride). Solvent: CN(C)C=O (DMF), CN(C)C=O (DMF). Run at time 45 minute. Product: C(=O)(O)C1=CC=C(CC(CCC2=CC=C(C(=O)O)C=C2)\C=C\C2=C(C=CC=C2)OCCCCCN2C(CCCC2)=O)C=C1 (4-[(4E)-3-(4-Carboxybenzyl)-5-(2-{[5-(2-oxopiperidin-1-yl)pentyl]oxy}phenyl)pent-4-en-1-yl]-benzoic acid). As a reaction SMILES: [NH:1]1[CH2:6][CH2:5][CH2:4][CH2:3][C:2]1=[O:7].[H-].[Na+].Cl[CH2:11][CH2:12][CH2:13][CH2:14][CH2:15][O:16][C:17]1[CH:22]=[CH:21][CH:20]=[CH:19][C:18]=1/[CH:23]=[CH:24]/[CH:25]([CH2:38][C:39]1[CH:44]=[CH:43][C:42]([C:45]([O:47]C)=[O:46])=[CH:41][CH:40]=1)[CH2:26][CH2:27][C:28]1[CH:37]=[CH:36][C:31]([C:32]([O:34]C)=[O:33])=[CH:30][CH:29]=1.[Cl-].[NH4+]>CN(C=O)C>[C:45]([C:42]1[CH:41]=[CH:40][C:39]([CH2:38][CH:25](/[CH:24]=[CH:23]/[C:18]2[CH:19]=[CH:20][CH:21]=[CH:22][C:17]=2[O:16][CH2:15][CH2:14][CH2:13][CH2:12][CH2:11][N:1]2[CH2:6][CH2:5][CH2:4][CH2:3][C:2]2=[O:7])[CH2:26][CH2:27][C:28]2[CH:37]=[CH:36][C:31]([C:32]([OH:34])=[O:33])=[CH:30][CH:29]=2)=[CH:44][CH:43]=1)([OH:47])=[O:46] |f:1.2,4.5|. Reported procedure: A solution of 19.0 mg (0.191 mmol) of 2-piperidinone [CAS Reg. No. 675-20-7] is initially charged in 1.0 ml of dry DMF, and 7.9 mg (0.197 mmol) of sodium hydride (60% in paraffin oil) are added. The mixture is stirred at room temperature for 45 min. The reaction solution is then cooled to 0° C., and a solution of 30 mg (0.056 mmol) of methyl 4-{(4E)-5-{2-[(5-chloro-pentyl)oxy]phenyl}-3-[4-(methoxycarbonyl)benzyl]pent-4-en-1-yl}benzoate (racemate; Example 32A) in 1.5 ml of dry DMF is added. The m...